Dataset: the Open Reaction Database (ORD), a public repository of structured organic reaction records. Task: describe an organic reaction: reactants, conditions, products, and yield The reactants are ClC1=CC=C(C=C1)NN (4-chlorophenyl hydrazine), C1(=CC=CC=C1)NN (phenyl hydrazine), 2-amino-5-(2-N-t-butylaminosulfonylphenyl)pyridine. Yields the product ClC1=CC=C(C=C1)N1N=C(C=C1)C (1-(4'-Chlorophenyl)-3-methyl-1H-pyrazole). As a reaction SMILES: [Cl:1][C:2]1[CH:7]=[CH:6][C:5]([NH:8][NH2:9])=[CH:4][CH:3]=1.[C:10]1(NN)[CH:15]=CC=[CH:12][CH:11]=1>>[Cl:1][C:2]1[CH:7]=[CH:6][C:5]([N:8]2[CH:15]=[CH:10][C:11]([CH3:12])=[N:9]2)=[CH:4][CH:3]=1. Procedure: This compound was prepared by the same methodology described for EXAMPLE 8 with 4-chlorophenyl hydrazine · HCl substituted for phenyl hydrazine and 2-amino-5-(2-N-t-butylaminosulfonylphenyl)pyridine was used in the coupling step. There was obtained the title compound; HRMS (M+H)+ : calc. 468.089714; found 468.088873. Reactants: ClC1=C(C(=O)O)C=CC=C1 (2-chlorobenzoic acid), C(C)NCC(C(F)(F)F)(O)CNC1=C2C=NN(C2=CC=C1)C1=CC=C(C=C1)F (3-(ethylamino)-1,1,1-trifluoro-2-({[1-(4-fluorophenyl)-1H-indazol-4-yl]amino}methyl)-2-propanol). Yields the product ClC1=C(C(=O)N(CC(C(F)(F)F)(O)CNC2=C3C=NN(C3=CC=C2)C2=CC=C(C=C2)F)CC)C=CC=C1 (2-Chloro-N-ethyl-N-[3,3,3-trifluoro-2-({[1-(4-fluorophenyl)-1H-indazol-4-yl]amino}methyl)-2-hydroxypropyl]benzamide). As a reaction SMILES: [Cl:1][C:2]1[CH:10]=[CH:9][CH:8]=[CH:7][C:3]=1[C:4]([OH:6])=O.[CH2:11]([NH:13][CH2:14][C:15]([CH2:21][NH:22][C:23]1[CH:31]=[CH:30][CH:29]=[C:28]2[C:24]=1[CH:25]=[N:26][N:27]2[C:32]1[CH:37]=[CH:36][C:35]([F:38])=[CH:34][CH:33]=1)([OH:20])[C:16]([F:19])([F:18])[F:17])[CH3:12]>>[Cl:1][C:2]1[CH:10]=[CH:9][CH:8]=[CH:7][C:3]=1[C:4]([N:13]([CH2:11][CH3:12])[CH2:14][C:15]([CH2:21][NH:22][C:23]1[CH:31]=[CH:30][CH:29]=[C:28]2[C:24]=1[CH:25]=[N:26][N:27]2[C:32]1[CH:33]=[CH:34][C:35]([F:38])=[CH:36][CH:37]=1)([OH:20])[C:16]([F:17])([F:19])[F:18])=[O:6]. Procedure: Prepared similarly to Example 1 from 2-chlorobenzoic acid and 3-(ethylamino)-1,1,1-trifluoro-2-({[1-(4-fluorophenyl)-1H-indazol-4-yl]amino}methyl)-2-propanol. The reactants are BrCC(=O)NC1=CC(=CC=C1)C(F)(F)F (2-bromo-N-(3-trifluoromethyl-phenyl)-acetamide), CC(C)([O-])C.[K+] (potassium tert-butoxide), N1C=CC2=CC=CC=C12 (1H-indole). Run in CN(C)C=O (DMF), TBF, O1CCOCC1 (dioxane), CN(C)C=O (DMF). Conditions: time 8 hour. Yields the product N1(C=CC2=CC=CC=C12)CC(=O)NC1=CC(=CC=C1)C(F)(F)F (2-(1H-Indol-1-yl)-N-[3-(trifluoromethyl)phenyl]acetamide). The yield is 37.7%. Reaction SMILES: CC(C)([O-])C.[K+].[NH:7]1[C:15]2[C:10](=[CH:11][CH:12]=[CH:13][CH:14]=2)[CH:9]=[CH:8]1.Br[CH2:17][C:18]([NH:20][C:21]1[CH:26]=[CH:25][CH:24]=[C:23]([C:27]([F:30])([F:29])[F:28])[CH:22]=1)=[O:19]>O1CCOCC1.CN(C=O)C>[N:7]1([CH2:17][C:18]([NH:20][C:21]2[CH:26]=[CH:25][CH:24]=[C:23]([C:27]([F:28])([F:29])[F:30])[CH:22]=2)=[O:19])[C:15]2[C:10](=[CH:11][CH:12]=[CH:13][CH:14]=2)[CH:9]=[CH:8]1 |f:0.1|. Procedure: A solution of potassium tert-butoxide (0.25 mmol) in TBF (0.25 mL) was added to a solution of 1H-indole (30 mg, 0.25 mmol) in a mixture of dioxane (6 m]L) and DMF (1.5 mL) under argon atmosphere at ambient temperature. The solution was stirred for 5 min before a solution of 2-bromo-N-(3-trifluoromethyl-phenyl)-acetamide (0.2 mmol) in DMF (1 mL) was added dropwise. The reaction mixture was stirred overnight at ambient temperature and the solvents were-removed in vacuum. The crude product was puri... Starting materials: ClC1=NC=CC(=N1)Cl (2,4-dichloropyrimidine), FC(C)(C)C1NC(OC1)=O (4-(2-fluoropropan-2-yl)oxazolidin-2-one), [H-].[Na+] (sodium hydride). Solvent: CCOC(=O)C (EtOAc), CN(C)C=O (DMF). Run at time 2 hour. Yields the product ClC1=NC=CC(=N1)N1C(OCC1C(C)(C)F)=O (3-(2-chloropyrimidin-4-yl)-4-(2-fluoropropan-2-yl)oxazolidin-2-one). Isolated yield 57.4%. As a reaction SMILES: [Cl:1][C:2]1[N:7]=[C:6](Cl)[CH:5]=[CH:4][N:3]=1.[F:9][C:10]([CH:13]1[CH2:17][O:16][C:15](=[O:18])[NH:14]1)([CH3:12])[CH3:11].[H-].[Na+]>CN(C=O)C.CCOC(C)=O>[Cl:1][C:2]1[N:7]=[C:6]([N:14]2[CH:13]([C:10]([F:9])([CH3:12])[CH3:11])[CH2:17][O:16][C:15]2=[O:18])[CH:5]=[CH:4][N:3]=1 |f:2.3|. Procedure: To the solution of 2,4-dichloropyrimidine (150 mg, 1.006 mmol) and 4-(2-fluoropropan-2-yl)oxazolidin-2-one (148 mg, 1.01 mmol) in DMF (4.5 mL), sodium hydride (60% wt. 89 mg, 2.21 mmol) was added to give a pale yellow mixture. The mixture was stirred at room temperature for 2 hr, diluted with EtOAc and stirred for additional 30 min. The separated organic layer was washed with saturated aqueous sodium bicarbonate solution, water and brine. The organic phase was dried over sodium sulfate, filtered... Reactants: C(C1=CC=CC=C1)ONC(=O)C1=C(C=CC=C1)NCC=1C=CC(=C(C(=O)O)C1)F (5-[(2-Benzyloxycarbamoyl-phenylamino)-methyl]-2-fluoro-benzoic acid), CN(C)CCCN (3-(N,N-dimethylamino)-1-propylamine). Yields the product C(C1=CC=CC=C1)ONC(=O)C1=C(C=CC=C1)NCC=1C=CC(=C(C(=O)NCCCN(C)C)C1)F (5-[(2-Benzyloxycarbamoyl-phenylamino)-methyl]-N-(3-dimethylaminopropyl)-2-fluoro-benzamide). Reaction SMILES: [CH2:1]([O:8][NH:9][C:10]([C:12]1[CH:17]=[CH:16][CH:15]=[CH:14][C:13]=1[NH:18][CH2:19][C:20]1[CH:21]=[CH:22][C:23]([F:29])=[C:24]([CH:28]=1)[C:25](O)=[O:26])=[O:11])[C:2]1[CH:7]=[CH:6][CH:5]=[CH:4][CH:3]=1.[CH3:30][N:31]([CH2:33][CH2:34][CH2:35][NH2:36])[CH3:32]>>[CH2:1]([O:8][NH:9][C:10]([C:12]1[CH:17]=[CH:16][CH:15]=[CH:14][C:13]=1[NH:18][CH2:19][C:20]1[CH:21]=[CH:22][C:23]([F:29])=[C:24]([CH:28]=1)[C:25]([NH:36][CH2:35][CH2:34][CH2:33][N:31]([CH3:32])[CH3:30])=[O:26])=[O:11])[C:2]1[CH:7]=[CH:6][CH:5]=[CH:4][CH:3]=1. Procedure: Prepared by a similar procedure as described for the preparation of Example 499, starting from 5-[(2-benzyloxycarbamoyl-phenylamino)methyl]-2-fluoro-benzoic acid (Example 498) and 3-(N,N-dimethylamino)-1-propylamine. Reactants: Cl (HCl), Cl (HCl), CN1C2=C(C3=CC=C(C=C13)N1C(CN(CC1)CCC1=CC=CC=C1)=O)CCN(C2)C(=O)OC(C)(C)C (tert-Butyl 9-methyl-7-(2-oxo-4-phenethylpiperazin-1-yl)-3,4-dihydro-1H-pyrido[3,4-b]indole-2(9H)-carboxylate). The solvent is CCOCC (Et2O), CCOCC (Et2O), CO (MeOH). Run at time 18 hour. Product: Cl.CN1C2=C(C3=CC=C(C=C13)N1C(CN(CC1)CCC1=CC=CC=C1)=O)CCNC2 (1-(9-Methyl-2,3,4,9-tetrahydro-1H-pyrido[3,4-b]indol-7-yl)-4-phenethylpiperazin-2-one hydrochloride). Isolated yield 33.0%. RXN SMILES: [CH3:1][N:2]1[C:10]2[C:5](=[CH:6][CH:7]=[C:8]([N:11]3[CH2:16][CH2:15][N:14]([CH2:17][CH2:18][C:19]4[CH:24]=[CH:23][CH:22]=[CH:21][CH:20]=4)[CH2:13][C:12]3=[O:25])[CH:9]=2)[C:4]2[CH2:26][CH2:27][N:28](C(OC(C)(C)C)=O)[CH2:29][C:3]1=2.[ClH:37]>CO.CCOCC>[ClH:37].[CH3:1][N:2]1[C:10]2[C:5](=[CH:6][CH:7]=[C:8]([N:11]3[CH2:16][CH2:15][N:14]([CH2:17][CH2:18][C:19]4[CH:24]=[CH:23][CH:22]=[CH:21][CH:20]=4)[CH2:13][C:12]3=[O:25])[CH:9]=2)[C:4]2[CH2:26][CH2:27][NH:28][CH2:29][C:3]1=2 |f:4.5|. Procedure: tert-Butyl 9-methyl-7-(2-oxo-4-phenethylpiperazin-1-yl)-3,4-dihydro-1H-pyrido[3,4-b]indole-2(9H)-carboxylate (35 mg, 0.071 mmol) was dissolved in MeOH (2 mL), and 2 N HCl in Et2O (10 mL) was added. The reaction was allowed to proceed for 18 h. The mixture was concentrated, and the residue was partitioned between CH2Cl2 and sat. Na2CO3 solution. The organic phase was removed, and the aqueous phase was back extracted with CH2Cl2. The combined organic extracts were dried over Na2SO4, filtered and c... Starting materials: CC1C(CCCC1)C(=O)O (2-methylcyclohexanecarboxylic acid), C1(CC1)CCNC(=O)C=1N=NC(=CC1)N1CCNCC1 (6-piperazin-1-yl-pyridazine-3-carboxylic acid (2-cyclopropylethyl)amide). Product: C1(CC1)CCNC(=O)C=1N=NC(=CC1)N1CCN(CC1)C(=O)C1C(CCCC1)C (6-[4-(2-METHYLCYCLOHEXANECARBONYL)PIPERAZIN-1-YL]PYRIDAZINE-3-CARBOXYLIC ACID (2-CYCLOPROPYLETHYL)AMIDE), solid. The yield is 60.0%. As a reaction SMILES: [CH3:1][CH:2]1[CH2:7][CH2:6][CH2:5][CH2:4][CH:3]1[C:8]([OH:10])=O.[CH:11]1([CH2:14][CH2:15][NH:16][C:17]([C:19]2[N:20]=[N:21][C:22]([N:25]3[CH2:30][CH2:29][NH:28][CH2:27][CH2:26]3)=[CH:23][CH:24]=2)=[O:18])[CH2:13][CH2:12]1>>[CH:11]1([CH2:14][CH2:15][NH:16][C:17]([C:19]2[N:20]=[N:21][C:22]([N:25]3[CH2:30][CH2:29][N:28]([C:8]([CH:3]4[CH2:4][CH2:5][CH2:6][CH2:7][CH:2]4[CH3:1])=[O:10])[CH2:27][CH2:26]3)=[CH:23][CH:24]=2)=[O:18])[CH2:13][CH2:12]1. Procedure details: Following the procedure of Example 14, making variations only as required to use 2-methylcyclohexanecarboxylic acid in place of 4,4,4-trifluoro-2-methylbutyric acid to react with 6-piperazin-1-yl-pyridazine-3-carboxylic acid (2-cyclopropylethyl)amide, the title compound was obtained as a white solid (60% yield). 1H NMR (300 MHz, CDCl3) δ 8.08, 8.00, 7.00, 3.50-4.00, 2.70, 2.05, 1.20-1.90, 0.90, 0.75, 0.45, 0.10. MS (ES+) m/z 400 (M+1). Starting materials: C(C)(C)(C)C1=CN=C(S1)NC(C1=CC(=C(C=C1)Cl)[N+](=O)[O-])=O (N-(5-tert-Butyl-thiazol-2-yl)-4-chloro-3-nitro-benzamide), NC1=CC=C(C=C1)S (4-aminothiophenol), C(C)(=O)[O-].[Na+] (sodium acetate). The solvent is C(C)O (ethanol). The product is NC1=CC=C(C=C1)SC1=C(C=C(C(=O)NC=2SC(=CN2)C(C)(C)C)C=C1)[N+](=O)[O-] (4-(4-Amino-phenylsulfanyl)-N-(5-tert-butyl-thiazol-2-yl)-3-nitro-benzamide). The yield is 71.7%. Reaction SMILES: [C:1]([C:5]1[S:9][C:8]([NH:10][C:11](=[O:22])[C:12]2[CH:17]=[CH:16][C:15](Cl)=[C:14]([N+:19]([O-:21])=[O:20])[CH:13]=2)=[N:7][CH:6]=1)([CH3:4])([CH3:3])[CH3:2].[NH2:23][C:24]1[CH:29]=[CH:28][C:27]([SH:30])=[CH:26][CH:25]=1.C([O-])(=O)C.[Na+]>C(O)C>[NH2:23][C:24]1[CH:29]=[CH:28][C:27]([S:30][C:15]2[CH:16]=[CH:17][C:12]([C:11]([NH:10][C:8]3[S:9][C:5]([C:1]([CH3:4])([CH3:3])[CH3:2])=[CH:6][N:7]=3)=[O:22])=[CH:13][C:14]=2[N+:19]([O-:21])=[O:20])=[CH:26][CH:25]=1 |f:2.3|. Procedure details: A mixture of the product of Example 161A (500 mg, 1.472 mmol), 4-aminothiophenol (350 mg, 2.796 mmol) and anhydrous sodium acetate (604 mg, 7.36 mmol) in anhydrous ethanol (15 mL) was heated at reflux under a nitrogen atmosphere for 3 hours. The reaction was cooled to room temperature and the ethanol removed by rotary evaporation. The residue was partitioned with water (50 mL) and ethyl acetate (100 mL), and the organic phase washed with water (2×50 mL) and brine (50 mL). The organic extract was... Starting materials: CI (methyl iodide), S1C(=NC=C1)NC(CC(C#CC1=CC=CC=C1)C1=CC(=C(C=C1)OC)OC1CCCC1)=O ((+/-)-N-(thiazol-2-yl)-3-(3-cyclopentyloxy-4-methoxyphenyl)-3-phenylethynylpropionamide), [H-].[Na+] (NaH), suspension. The solvent is C1CCOC1 (THF), C(C)(=O)OCC (ethyl acetate). Reaction conditions: temperature 80 celsius. The product is CN(C(CC(C#CC1=CC=CC=C1)C1=CC(=C(C=C1)OC)OC1CCCC1)=O)C=1SC=CN1 ((+/-)-N-methyl-N-(thiazol-2-yl)-3-(3-cyclopentyloxy-4-methoxyphenyl)-3-phenylethynylpropionamide), resin. Yield: 34.0%. As a reaction SMILES: [S:1]1[CH:5]=[CH:4][N:3]=[C:2]1[NH:6][C:7](=[O:32])[CH2:8][CH:9]([C:18]1[CH:23]=[CH:22][C:21]([O:24][CH3:25])=[C:20]([O:26][CH:27]2[CH2:31][CH2:30][CH2:29][CH2:28]2)[CH:19]=1)[C:10]#[C:11][C:12]1[CH:17]=[CH:16][CH:15]=[CH:14][CH:13]=1.[H-].[Na+].[CH3:35]I>C1COCC1.C(OCC)(=O)C>[CH3:35][N:6]([C:2]1[S:1][CH:5]=[CH:4][N:3]=1)[C:7](=[O:32])[CH2:8][CH:9]([C:18]1[CH:23]=[CH:22][C:21]([O:24][CH3:25])=[C:20]([O:26][CH:27]2[CH2:31][CH2:30][CH2:29][CH2:28]2)[CH:19]=1)[C:10]#[C:11][C:12]1[CH:13]=[CH:14][CH:15]=[CH:16][CH:17]=1 |f:1.2|. Reported procedure: To a solution of the compound from Example 22 (0.07 g, 0.16 mmol) in THF (2 mL) under an argon atmosphere was added 60% NaH/mineral oil suspension (0.008 g, 0.19 mmol), followed by methyl iodide (0.012 mL, 0.19 mmol). After heating at 80° C. for 0.25 h, the mixture was cooled to room temperature, was diluted with ethyl acetate, was washed with brine, was dried (MgSO4) and was evaporated. Purification by flash chromatography, eluting with 1:1 hexanes/ethyl acetate provided the title compound as a...